Dataset: the Open Reaction Database (ORD), a public repository of structured organic reaction records. Task: describe an organic reaction: reactants, conditions, products, and yield Starting materials: BrC1=CN=C2C(=N1)NC(=N2)C2=NC(=NC=C2)C2CC2 (6-bromo-2-(2-cyclopropylpyrimidin-4-yl)-1H-imidazo[4,5-b]pyrazine), N1C[C@@H](CCC1)C(=O)N1CCCC1 ((R)-piperidin-3-yl(pyrrolidin-1-yl)methanone), C([O-])([O-])=O.[K+].[K+] (potassium carbonate), [F-].[Cs+] (cesium fluoride). Solvent: O (water), Cl (hydrochloric acid), COCCOCCOC (diglyme). Reaction conditions: temperature 150 celsius. The product is C1(CC1)C1=NC=CC(=N1)C1=NC=2C(=NC(=CN2)N2C[C@@H](CCC2)C(=O)N2CCCC2)N1 ((R)-(1-(2-(2-Cyclopropylpyrimidin-4-yl)-1H-imidazo[4,5-b]pyrazin-6-yl)piperidin-3-yl)(pyrrolidin-1-yl)methanone). Reaction SMILES: Br[C:2]1[N:7]=[C:6]2[NH:8][C:9]([C:11]3[CH:16]=[CH:15][N:14]=[C:13]([CH:17]4[CH2:19][CH2:18]4)[N:12]=3)=[N:10][C:5]2=[N:4][CH:3]=1.[NH:20]1[CH2:25][CH2:24][CH2:23][C@@H:22]([C:26]([N:28]2[CH2:32][CH2:31][CH2:30][CH2:29]2)=[O:27])[CH2:21]1.C(=O)([O-])[O-].[K+].[K+].[F-].[Cs+]>O.Cl.COCCOCCOC>[CH:17]1([C:13]2[N:12]=[C:11]([C:9]3[NH:8][C:6]4=[N:7][C:2]([N:20]5[CH2:25][CH2:24][CH2:23][C@@H:22]([C:26]([N:28]6[CH2:29][CH2:30][CH2:31][CH2:32]6)=[O:27])[CH2:21]5)=[CH:3][N:4]=[C:5]4[N:10]=3)[CH:16]=[CH:15][N:14]=2)[CH2:19][CH2:18]1 |f:2.3.4,5.6|. Reported procedure: A mixture of 6-bromo-2-(2-cyclopropylpyrimidin-4-yl)-1H-imidazo[4,5-b]pyrazine (86 mg, 0.3 mmol), (R)-piperidin-3-yl(pyrrolidin-1-yl)methanone (95 mg, 0.4 mmol), potassium carbonate (98.4, 0.7 mmol), cesium fluoride (124 mg, 0.8 mmol) and diglyme (1.0 mL) was heated to 150° C. for 3 days. The mixture was diluted with water and aqueous hydrochloric acid (1N). The mixture was extracted with ethyl acetate (3×). The combined organics were washed with brine, dried over sodium sulfate, and concentrate... Starting materials: CC(C)(C)OC(=O)N1CCOC(CO)C1, CC(C)(C)OC(=O)N1CCOC(CO)C1. The product is CN1CCOC(CO)C1. RXN SMILES: [C:16]([O:17][C:18]([N:19]1[CH2:20][CH2:21][O:22][CH:23]([CH2:24][OH:25])[CH2:26]1)=[O:27])([CH3:28])([CH3:29])[CH3:30].[C:1]([O:2][C:6](=[O:3])[N:8]1[CH2:9][CH:10]([CH2:14][OH:15])[O:11][CH2:12][CH2:13]1)([CH3:4])([CH3:5])[CH3:7]>>[CH3:6][N:8]1[CH2:9][CH:10]([CH2:14][OH:15])[O:11][CH2:12][CH2:13]1. Starting materials: O=C([O-])[O-], CN(C)C=O, [Cu], Oc1ccc(F)cc1, [K+], [K+], O=C(O)c1ccccc1I. The product is O=C(O)c1ccccc1Oc1ccc(F)cc1. RXN SMILES: [C:1](=[O:2])([O-:3])[O-:4].[CH3:25][N:26]([CH3:27])[CH:28]=[O:29].[Cu:30].[F:17][c:18]1[cH:19][cH:20][c:21]([OH:24])[cH:22][cH:23]1.[K+:5].[K+:6].[OH:7][C:8](=[O:9])[c:10]1[cH:11][cH:12][cH:13][cH:14][c:15]1[I:16]>>[OH:7][C:8](=[O:9])[c:10]1[cH:11][cH:12][cH:13][cH:14][c:15]1[O:24][c:21]1[cH:20][cH:19][c:18]([F:17])[cH:23][cH:22]1. The reactants are COC=1C=CC2=C(C(C3=C(CO2)N=CC=C3)=C=CC=O)C1 (3-(5,11-Dihydro-7-methoxypyrido[2,3-c][1]benzoxepin-5-ylidene)propenaldehyde), C(C)(=O)O[BH-](OC(C)=O)OC(C)=O.[Na+] (sodium triacetoxyborohydride), ClC1=CC=C(C=C1)C1(CCNCC1)O (4-(4-chlorophenyl)-4-hydroxypiperidine), C(C)(=O)O (acetic acid). Run in C(C)(=O)OCC (ethyl acetate), O (Water), ClCCl (dichloromethane). Conditions: time 24 hour. The product is ClC1=CC=C(C=C1)C1(CCN(CC1)C(=C)CC=C1C2=C(COC3=C1C=C(C=C3)OC)N=CC=C2)O (4-(4-chlorophenyl)-1-[4-(5,11-dihydro-7-methoxypyrido[2,3-c][1]benzoxepin-5-ylidene)buten-2-yl]piperidin-4-ol). The yield is 69.8%. RXN SMILES: [CH3:1][O:2][C:3]1[CH:4]=[CH:5][C:6]2[O:12][CH2:11][C:10]3[N:13]=[CH:14][CH:15]=[CH:16][C:9]=3[C:8](=[C:17]=[CH:18][CH:19]=O)[C:7]=2[CH:21]=1.[C:22](O[BH-](OC(=O)C)OC(=O)C)(=O)C.[Na+].[Cl:36][C:37]1[CH:42]=[CH:41][C:40]([C:43]2([OH:49])[CH2:48][CH2:47][NH:46][CH2:45][CH2:44]2)=[CH:39][CH:38]=1.C(O)(=O)C>ClCCl.C(OCC)(=O)C.O>[Cl:36][C:37]1[CH:42]=[CH:41][C:40]([C:43]2([OH:49])[CH2:44][CH2:45][N:46]([C:19]([CH2:18][CH:17]=[C:8]3[C:7]4[CH:21]=[C:3]([O:2][CH3:1])[CH:4]=[CH:5][C:6]=4[O:12][CH2:11][C:10]4[N:13]=[CH:14][CH:15]=[CH:16][C:9]3=4)=[CH2:22])[CH2:47][CH2:48]2)=[CH:39][CH:38]=1 |f:1.2|. Procedure details: To a solution of the product of step 1 (90 mg) in dichloromethane (6 ml) were added sodium triacetoxyborohydride (170 mg), 4-(4-chlorophenyl)-4-hydroxypiperidine (70 mg) and acetic acid (0.02 ml) and the mixture stirred at room temperature for 24 hour. Water and ethyl acetate were added to the reaction mixture, the organic layer was separated and washed with saturated aqueous sodium chloride, and dried with magnesium sulfate. The solvent was distilled off under reduced pressure. The residue was ... Run at temperature -78 celsius. The solvent is O1CCCC1 (tetrahydrofuran), O1CCCC1 (tetrahydrofuran). The reactants are [Mg] (magnesium), BrCCC1OCCO1 (2-(2-bromoethyl)-1,3-dioxolane), C(=O)C=C (acrolein). RXN SMILES: [Mg].Br[CH2:3][CH2:4][CH:5]1[O:9][CH2:8][CH2:7][O:6]1.[CH:10]([CH:12]=[CH2:13])=[O:11]>O1CCCC1>[CH:12]([CH:10]([OH:11])[CH2:3][CH2:4][CH:5]1[O:9][CH2:8][CH2:7][O:6]1)=[CH2:13]. Reported procedure: A dry, 3-necked flask equipped with argon inlet, stirring bar, and dropping funnel was charged sequentially with magnesium turnings (1.047 g, 43.05 g-atom) and a solution of 2-(2-bromoethyl)-1,3-dioxolane (6 g, 33.14 mmole) in tetrahydrofuran (70 ml). The reaction vessel was placed in an ultrasonic cleaning bath and subjected to sonication for 2.5 hours with occasional swirling while maintaining the bath temperature at 25°-30° C. The brown mixture was then cooled to -78° C. and treated dropwise ... Product: C(=C)C(CCC1OCCO1)O (α-Ethenyl-1,3-dioxolane-2-propanol). Yield: 46.0%. The reactants are COCOC=1C=C2C=CC(=CC2=CC1)CC/C(=C/C(=O)OCC)/C1=CC2=CC=CC=C2C=C1 ((Z)-ethyl 5-(6-(methoxymethoxy)naphthalen-2-yl)-3-(naphthalen-2-yl)pent-2-enoate), Cl (HCl). Solvent: CO (methanol). Product: OC=1C=C2C=CC(=CC2=CC1)CC/C(=C/C(=O)OCC)/C1=CC2=CC=CC=C2C=C1 ((Z)-Ethyl 5-(6-hydroxynaphthalen-2-yl)-3-(naphthalen-2-yl)pent-2-enoate). Reaction SMILES: COC[O:4][C:5]1[CH:6]=[C:7]2[C:12](=[CH:13][CH:14]=1)[CH:11]=[C:10]([CH2:15][CH2:16]/[C:17](/[C:24]1[CH:33]=[CH:32][C:31]3[C:26](=[CH:27][CH:28]=[CH:29][CH:30]=3)[CH:25]=1)=[CH:18]/[C:19]([O:21][CH2:22][CH3:23])=[O:20])[CH:9]=[CH:8]2.Cl>CO>[OH:4][C:5]1[CH:6]=[C:7]2[C:12](=[CH:13][CH:14]=1)[CH:11]=[C:10]([CH2:15][CH2:16]/[C:17](/[C:24]1[CH:33]=[CH:32][C:31]3[C:26](=[CH:27][CH:28]=[CH:29][CH:30]=3)[CH:25]=1)=[CH:18]/[C:19]([O:21][CH2:22][CH3:23])=[O:20])[CH:9]=[CH:8]2. Reported procedure: A solution of ((Z)-ethyl 5-(6-(methoxymethoxy)naphthalen-2-yl)-3-(naphthalen-2-yl)pent-2-enoate (0.35 g, 0.80 mmol) in methanol (10 mL) was treated with 10% HCl (2 mL) and the resulting mixture was refluxed for 2 h. After cooling the solvent was removed, the residue was extracted with ethyl acetate (3×) and dried with MgSO4. Then the crude product was concentrated to obtain the product; yellow oil; yield: 0.32 g (quant, without further purification);